From a dataset of the Open Reaction Database (ORD), a public repository of structured organic reaction records. describe an organic reaction: reactants, conditions, products, and yield Starting materials: O=C([O-])[O-], COCCCl, CN(C)C=O, ClCCl, [K+], [K+], N#Cc1cc(O)cc(-c2nc(-c3ccccn3)no2)c1. Yields the product COCCOc1cc(C#N)cc(-c2nc(-c3ccccn3)no2)c1. Reaction SMILES: [C:21](=[O:22])([O-:23])[O-:24].[CH3:27][O:28][CH2:29][CH2:30][Cl:31].[CH3:32][N:33]([CH3:34])[CH:35]=[O:36].[Cl:37][CH2:38][Cl:39].[K+:25].[K+:26].[n:1]1[c:2](-[c:7]2[n:8][o:9][c:10](-[c:12]3[cH:13][c:14]([C:19]#[N:20])[cH:15][c:16]([OH:18])[cH:17]3)[n:11]2)[cH:3][cH:4][cH:5][cH:6]1>>[n:1]1[c:2](-[c:7]2[n:8][o:9][c:10](-[c:12]3[cH:13][c:14]([C:19]#[N:20])[cH:15][c:16]([O:18][CH2:30][CH2:29][O:28][CH3:27])[cH:17]3)[n:11]2)[cH:3][cH:4][cH:5][cH:6]1. Starting materials: O1C(COC2=CC=CC=3C=C(OC32)C(=O)OCC)C1 (7-(2,3-epoxypropoxy)-2-ethoxycarbonylbenzofuran), [OH-].[K+] (potassium hydroxide), Cl (hydrochloric acid). Run in C(C)O (ethanol), C(C)O (ethanol). Product: C(=O)(O)C=1OC2=C(C1)C=CC=C2OCC2CO2 (2-carboxy-7-(2,3-epoxypropoxy)benzofuran). As a reaction SMILES: [O:1]1[CH2:19][CH:2]1[CH2:3][O:4][C:5]1[C:13]2[O:12][C:11]([C:14]([O:16]CC)=[O:15])=[CH:10][C:9]=2[CH:8]=[CH:7][CH:6]=1.[OH-].[K+].Cl>C(O)C>[C:14]([C:11]1[O:12][C:13]2[C:5]([O:4][CH2:3][CH:2]3[O:1][CH2:19]3)=[CH:6][CH:7]=[CH:8][C:9]=2[CH:10]=1)([OH:16])=[O:15] |f:1.2|. Reported procedure: There was dissolved 2.6 g (0.01 mole) of 7-(2,3-epoxypropoxy)-2-ethoxycarbonylbenzofuran obtained in Reference Example 9 in 10 ml of ethanol, and thereto 0.9 g (0.012 mole) of potassium hydroxide in 5 ml of ethanol solution was added dropwise with stirred under cooling with ice. After stirring the mixture for 3 hours the reaction was completed to neutralize the reaction mixture by 2N hydrochloric acid. Thereafter, the solvent was distilled away from the reaction mixture under reduced pressure, t... The reactants are [N+](=O)(O)[O-] (nitric acid), S(O)(O)(=O)=O (sulphuric acid), C1CCC2=CC=CC=C12 (indane). The solvent is ice water. Conditions: temperature 5 celsius, time 16 hour. Product: C1CCC2=C(C=CC=C12)N (indan-4-ylamine). Reaction SMILES: [N+:1]([O-])(O)=O.S(=O)(=O)(O)O.[CH2:10]1[C:18]2[C:13](=[CH:14][CH:15]=[CH:16][CH:17]=2)[CH2:12][CH2:11]1>>[CH2:10]1[C:18]2[C:13](=[C:14]([NH2:1])[CH:15]=[CH:16][CH:17]=2)[CH2:12][CH2:11]1. Procedure details: 24 ml (349 mmol) 65% nitric acid are cooled to 0-5° C. 28 ml (518.5 mmol) of concentrated sulphuric acid are slowly added dropwise while cooling with ice. This solution is cooled to 5° C. and slowly added dropwise to 30 ml (232 mmol) indane cooled to 0-5° C., with vigorous stirring and further cooling with ice. The reaction mixture is stirred for 30 min at 0-5° C., and then heated to 25° C. for 1 h with stirring. Then the solution is added dropwise to 150 ml ice/water and stirred for 30 min. The... Starting materials: O=C([O-])[O-], CN(C)C=O, N#Cc1ccc(C(F)(F)F)nc1Cl, [Cs+], [Cs+], [N-]=[N+]=NCCC(O)C(F)(F)C(F)(F)F, O. Product: N#Cc1ccc(C(F)(F)F)nc1OC(CCN=[N+]=[N-])C(F)(F)C(F)(F)F. As a reaction SMILES: [C:28](=[O:29])([O-:30])[O-:31].[CH3:35][N:36]([CH3:37])[CH:38]=[O:39].[Cl:15][c:16]1[c:17]([C:18]#[N:19])[cH:20][cH:21][c:22]([C:24]([F:25])([F:26])[F:27])[n:23]1.[Cs+:32].[Cs+:33].[N:1](=[N+:2]=[N-:3])[CH2:4][CH2:5][CH:6]([C:7]([C:8]([F:9])([F:10])[F:11])([F:12])[F:13])[OH:14].[OH2:34]>>[N:1](=[N+:2]=[N-:3])[CH2:4][CH2:5][CH:6]([C:7]([C:8]([F:9])([F:10])[F:11])([F:12])[F:13])[O:14][c:16]1[c:17]([C:18]#[N:19])[cH:20][cH:21][c:22]([C:24]([F:25])([F:26])[F:27])[n:23]1. Reactants: CN(C1=CC=C(C(=O)C2=C(C(=O)O)C=CC=C2)C=C1)C (2-[4-(dimethylamino)benzoyl]benzoic acid), N(C1=CC=CC=C1)C1=C(C(=O)OC)C=CC=C1 (methyl 2-anilinobenzoate). The product is CN(C1=CC=C(C=C1)C1(OC(=O)C2=CC=CC=C12)N(C1=CC=CC=C1)C1=C(C=CC=C1)C(=O)OC)C (3-[4-(dimethylamino)phenyl]-3-{[2-(methoxycarbonyl)phenyl]phenylamino}phthalide). Yield: 28.1%. Reaction SMILES: [CH3:1][N:2]([CH3:20])[C:3]1[CH:19]=[CH:18][C:6]([C:7]([C:9]2[CH:17]=[CH:16][CH:15]=[CH:14][C:10]=2[C:11]([OH:13])=[O:12])=O)=[CH:5][CH:4]=1.[NH:21]([C:28]1[CH:37]=[CH:36][CH:35]=[CH:34][C:29]=1[C:30]([O:32][CH3:33])=[O:31])[C:22]1[CH:27]=[CH:26][CH:25]=[CH:24][CH:23]=1>>[CH3:20][N:2]([CH3:1])[C:3]1[CH:4]=[CH:5][C:6]([C:7]2([N:21]([C:28]3[CH:37]=[CH:36][CH:35]=[CH:34][C:29]=3[C:30]([O:32][CH3:33])=[O:31])[C:22]3[CH:23]=[CH:24][CH:25]=[CH:26][CH:27]=3)[C:9]3[C:10](=[CH:14][CH:15]=[CH:16][CH:17]=3)[C:11](=[O:12])[O:13]2)=[CH:18][CH:19]=1. Reported procedure: Following a procedure similar to that described in Example 4 but employing 2.6 g of 2-[4-(dimethylamino)benzoyl]benzoic acid and 2.3 g of methyl 2-anilinobenzoate there was obtained 1.3 g of 3-[4-(dimethylamino)phenyl]-3-{[2-(methoxycarbonyl)phenyl]phenylamino}phthalide, m.p. 92.5°-102° C. A toluene solution of the product contacted with acidic clay developed a yellow-colored image. Reactants: CC(C)(C)C(=O)OCCl, [N-]=[N+]=[N-], [Na+], O. Product: CC(C)(C)C(=O)OCN=[N+]=[N-]. As a reaction SMILES: [C:1]([C:2]([CH3:3])([CH3:4])[CH3:5])(=[O:6])[O:7][CH2:8][Cl:9].[N-:11]=[N+:12]=[N-:13].[Na+:10].[OH2:14]>>[C:1]([C:2]([CH3:3])([CH3:4])[CH3:5])(=[O:6])[O:7][CH2:8][N:11]=[N+:12]=[N-:13]. Procedure details: The title compound is prepared from 9-{2-[(S)-1-(2,4-difluoro-phenyl)-ethylamino]-ethyl}-3,3-dimethyl-1,5-dioxa-spiro[5.5]undecan-9-ol and triphosgene following a procedure analogous to that described in Step 4 of Intermediate 2; the crude product, a mixture of the title compound and 3-[(S)-1-(2,4-difluoro-phenyl)-ethyl]-12,12-dimethyl-1,10,14-trioxa-3-aza-dispiro[5.2.5.2]hexadecan-2-one, obtained after that is treated as described in Step 10 of Intermediate 2 to convert the intermediate to the ... Yields the product FC1=C(C=CC(=C1)F)[C@H](C)N1C(OC2(CC1)CCC(CC2)=O)=O (3-[(S)-1-(2,4-Difluoro-phenyl)-ethyl]-1-oxa-3-aza-spiro[5.5]undecane-2,9-dione). As a reaction SMILES: FC1C=C(F)C=CC=1[C@@H](NCCC1(O)CCC2(OCC(C)(C)CO2)CC1)C.ClC(Cl)(OC(=O)OC(Cl)(Cl)Cl)Cl.[F:40][C:41]1[CH:46]=[C:45]([F:47])[CH:44]=[CH:43][C:42]=1[C@@H:48]([N:50]1[CH2:55][CH2:54][C:53]2([CH2:67][CH2:66][C:58]3(OCC(C)(C)C[O:59]3)[CH2:57][CH2:56]2)[O:52][C:51]1=[O:68])[CH3:49]>>[F:40][C:41]1[CH:46]=[C:45]([F:47])[CH:44]=[CH:43][C:42]=1[C@@H:48]([N:50]1[CH2:55][CH2:54][C:53]2([CH2:67][CH2:66][C:58](=[O:59])[CH2:57][CH2:56]2)[O:52][C:51]1=[O:68])[CH3:49]. The reactants are FC1=C(C=CC(=C1)F)[C@H](C)NCCC1(CCC2(OCC(CO2)(C)C)CC1)O (9-{2-[(S)-1-(2,4-difluoro-phenyl)-ethylamino]-ethyl}-3,3-dimethyl-1,5-dioxa-spiro[5.5]undecan-9-ol), ClC(Cl)(OC(OC(Cl)(Cl)Cl)=O)Cl (triphosgene), crude product, FC1=C(C=CC(=C1)F)[C@H](C)N1C(OC2(CC1)CCC1(OCC(CO1)(C)C)CC2)=O (3-[(S)-1-(2,4-difluoro-phenyl)-ethyl]-12,12-dimethyl-1,10,14-trioxa-3-aza-dispiro[5.2.5.2]hexadecan-2-one), Intermediate 2, Intermediate 2.